From a dataset of the Open Reaction Database (ORD), a public repository of structured organic reaction records. describe an organic reaction: reactants, conditions, products, and yield Reactants: ClC(OC)Cl (dichloromethoxymethane), ClC1=C(C(=C(C=C1)OC)OC)Cl (1,2-dichloro-3,4-dimethoxybenzene), O (water). Isolated yield 76.2%. Yields the product ClC1=C(C=O)C=C(C(=C1Cl)OC)OC (2,3-dichloro-4,5-dimethoxybenzaldehyde). Conditions: time 20 hour. Procedure details: 105.2 g of dichloromethoxymethane are added to a solution of 122.6 g of 1,2-dichloro-3,4-dimethoxybenzene in methylene chloride, and titanium tetrabromide is added dropwise to the mixture at -50° to -60° C. The mixture is stirred at room temperature for 20 hours. The reaction mixture is poured into water and the organic layer is separated. The aqueous layer is extracted with chloroform, and the extract and the above-obtained organic layer are combined. The mixture is washed with water, dried and... Reagents/catalysts: [Ti](Br)(Br)(Br)Br (titanium tetrabromide). Solvent: C(Cl)Cl (methylene chloride). As a reaction SMILES: Cl[CH:2](Cl)[O:3]C.[Cl:6][C:7]1[CH:12]=[CH:11][C:10]([O:13][CH3:14])=[C:9]([O:15][CH3:16])[C:8]=1[Cl:17].O>C(Cl)Cl.[Ti](Br)(Br)(Br)Br>[Cl:6][C:7]1[C:8]([Cl:17])=[C:9]([O:15][CH3:16])[C:10]([O:13][CH3:14])=[CH:11][C:12]=1[CH:2]=[O:3].